Dataset: the Open Reaction Database (ORD), a public repository of structured organic reaction records. Task: describe an organic reaction: reactants, conditions, products, and yield The reactants are OC1=CC=C(C=C1)C=1OC2=C(C1C(O)C1=CC=C(C=C1)OCCN1CCCC1)C=CC(=C2)O ([2-(4—Hydroxyphenyl)-6-hydroxybenzofuran-3-yl][4-[2-(1-pyrrolidinyl)ethoxy]phenyl]methanol), C (methane). The product is OC1=CC=C(C=C1)C=1OC2=C(C1CC1=CC=C(C=C1)OCCN1CCCC1)C=CC(=C2)O ([2-(4—Hydroxyphenyl)-6-hydroxybenzofuran-3-yl][4-[2-(1-pyrrolidinyl)ethoxy]phenyl]methane). Procedure details: 550 mg (1.2 mmol) of the product of Example 11 was reduced to the methane by the method described in Example 2. This yielded 270 mg of the title compound as an amorphous powder. Yield: 52.4%. As a reaction SMILES: [OH:1][C:2]1[CH:7]=[CH:6][C:5]([C:8]2[O:9][C:10]3[CH:32]=[C:31]([OH:33])[CH:30]=[CH:29][C:11]=3[C:12]=2[CH:13]([C:15]2[CH:20]=[CH:19][C:18]([O:21][CH2:22][CH2:23][N:24]3[CH2:28][CH2:27][CH2:26][CH2:25]3)=[CH:17][CH:16]=2)O)=[CH:4][CH:3]=1.C>>[OH:1][C:2]1[CH:7]=[CH:6][C:5]([C:8]2[O:9][C:10]3[CH:32]=[C:31]([OH:33])[CH:30]=[CH:29][C:11]=3[C:12]=2[CH2:13][C:15]2[CH:16]=[CH:17][C:18]([O:21][CH2:22][CH2:23][N:24]3[CH2:28][CH2:27][CH2:26][CH2:25]3)=[CH:19][CH:20]=2)=[CH:4][CH:3]=1.